Dataset: the Open Reaction Database (ORD), a public repository of structured organic reaction records. Task: describe an organic reaction: reactants, conditions, products, and yield The reactants are C1(CC1)CC1=NC(=CC(=C1CO)C(F)(F)F)C1=CC=C(C=C1)OC(F)(F)F ([2-cyclopropylmethyl-6-(4-trifluoromethoxy-phenyl)-4-trifluoromethyl-pyridin-3-yl]-methanol), C(CCC)P(CCCC)CCCC (tributylphosphine), CN(C(=O)N=NC(=O)N(C)C)C (N,N,N′,N′-tetramethyl azodicarboxamide), C(C)OC(CN1C=CC2=CC=C(C=C12)O)=O ((6-hydroxy-indol-1-yl)-acetic acid ethyl ester). The product is C(C)OC(CN1C=CC2=CC=C(C=C12)OCC=1C(=NC(=CC1C(F)(F)F)C1=CC=C(C=C1)OC(F)(F)F)CC1CC1)=O ({6-[2-Cyclopropylmethyl-6-(4-trifluoromethoxy-phenyl)-4-trifluoromethyl-pyridin-3-ylmethoxy]-indol-1-yl}-acetic acid ethyl ester). As a reaction SMILES: [CH2:1]([O:3][C:4](=[O:16])[CH2:5][N:6]1[C:14]2[C:9](=[CH:10][CH:11]=[C:12]([OH:15])[CH:13]=2)[CH:8]=[CH:7]1)[CH3:2].[CH:17]1([CH2:20][C:21]2[C:26]([CH2:27]O)=[C:25]([C:29]([F:32])([F:31])[F:30])[CH:24]=[C:23]([C:33]3[CH:38]=[CH:37][C:36]([O:39][C:40]([F:43])([F:42])[F:41])=[CH:35][CH:34]=3)[N:22]=2)[CH2:19][CH2:18]1.C(P(CCCC)CCCC)CCC.CN(C)C(N=NC(N(C)C)=O)=O>>[CH2:1]([O:3][C:4](=[O:16])[CH2:5][N:6]1[C:14]2[C:9](=[CH:10][CH:11]=[C:12]([O:15][CH2:27][C:26]3[C:21]([CH2:20][CH:17]4[CH2:19][CH2:18]4)=[N:22][C:23]([C:33]4[CH:34]=[CH:35][C:36]([O:39][C:40]([F:43])([F:41])[F:42])=[CH:37][CH:38]=4)=[CH:24][C:25]=3[C:29]([F:30])([F:32])[F:31])[CH:13]=2)[CH:8]=[CH:7]1)[CH3:2]. Procedure: In analogy to the procedure described in example 5 f], (6-hydroxy-indol-1-yl)-acetic acid ethyl ester (example 6 b]) was reacted with [2-cyclopropylmethyl-6-(4-trifluoromethoxy-phenyl)-4-trifluoromethyl-pyridin-3-yl]-methanol in the presence of tributylphosphine and N,N,N′,N′-tetramethyl azodicarboxamide to yield the title compound as colorless solid. Starting materials: B(F)(F)F.CCOCC (boron trifluoride etherate), C1(=CC=CC=C1)C1=N[C@H]2C(N[C@H]2O1)=O ((1R, 5S)-3-phenyl-4-oxa-2,6-diazabicyclo[3.2.0]hept-2-en-7-one), OCC#CC(=O)OC (methyl 4-hydroxy-2-butinoate), C(=O)(O)[O-].[Na+] (NaHCO3). The solvent is C(Cl)Cl (methylene chloride). Conditions: time 1 hour. Yields the product C(C1=CC=CC=C1)(=O)N[C@H]1C(N[C@@H]1OCC#CC(=O)OC)=O (methyl 4-[3(R)-benzoylamino-2-azetidinon-4(R)-yloxy]-2-butinoate). The yield is 62.7%. As a reaction SMILES: B(F)(F)F.CCOCC.[C:10]1([C:16]2[O:22][C@H:21]3[C@H:18]([C:19](=[O:23])[NH:20]3)[N:17]=2)[CH:15]=[CH:14][CH:13]=[CH:12][CH:11]=1.[OH:24][CH2:25][C:26]#[C:27][C:28]([O:30][CH3:31])=[O:29].C([O-])(O)=O.[Na+]>C(Cl)Cl>[C:16]([NH:17][C@@H:18]1[C@@H:21]([O:24][CH2:25][C:26]#[C:27][C:28]([O:30][CH3:31])=[O:29])[NH:20][C:19]1=[O:23])(=[O:22])[C:10]1[CH:11]=[CH:12][CH:13]=[CH:14][CH:15]=1 |f:0.1,4.5|. Reported procedure: 0.41 ml of boron trifluoride etherate was added to a suspension of 4.70 g (25 mmols) of (1R, 5S)-3-phenyl-4-oxa-2,6-diazabicyclo[3.2.0]hept-2-en-7-one and 14.3 g (125 mmols--5 equivalents) of methyl 4-hydroxy-2-butinoate (R. A. Earl, Organic Synthese 60, 81) in 40 ml of anhydrous methylene chloride at room temperature. The mixture was stirred at room temperature for 1 hour, whereupon a clear solution formed. The solution was then poured into dilute NaHCO3 solution, the mixture was extracted with...